This data is from the Open Reaction Database (ORD), a public repository of structured organic reaction records. The task is: describe an organic reaction: reactants, conditions, products, and yield The reactants are ClC1=C(C=CC=C1)S(=O)(=O)NC1=NC=CN=C1Cl (2-chloro-N-(3-chloropyrazin-2-yl)benzenesulfonamide), OCC1=CC=C(C=C1)B(O)O (4-hydroxymethyl benzene boronic acid), C([O-])([O-])=O.[K+].[K+] (Potassium carbonate), C1(=CC=CC=C1)P(C1=CC=CC=C1)C1=CC=CC=C1 (triphenylphosphine). The reagents and catalysts are [Pd] (palladium). The solvent is C(C)OCC (diethyl ether), O (water), O1CCOCC1 (Dioxane). Reaction conditions: temperature 110 celsius. Yields the product ClC1=C(C=CC=C1)S(=O)(=O)NC1=NC=CN=C1C1=CC=C(C=C1)CO (2-chloro-N-{3-[4-(hydroxymethyl)phenyl]pyrazin-2-yl}benzene sulfonamide). Yield: 91.0%. Reaction SMILES: [Cl:1][C:2]1[CH:7]=[CH:6][CH:5]=[CH:4][C:3]=1[S:8]([NH:11][C:12]1[C:17](Cl)=[N:16][CH:15]=[CH:14][N:13]=1)(=[O:10])=[O:9].[OH:19][CH2:20][C:21]1[CH:26]=[CH:25][C:24](B(O)O)=[CH:23][CH:22]=1.C(=O)([O-])[O-].[K+].[K+].C1(P(C2C=CC=CC=2)C2C=CC=CC=2)C=CC=CC=1>O1CCOCC1.C(OCC)C.O.[Pd]>[Cl:1][C:2]1[CH:7]=[CH:6][CH:5]=[CH:4][C:3]=1[S:8]([NH:11][C:12]1[C:17]([C:24]2[CH:25]=[CH:26][C:21]([CH2:20][OH:19])=[CH:22][CH:23]=2)=[N:16][CH:15]=[CH:14][N:13]=1)(=[O:10])=[O:9] |f:2.3.4|. Procedure details: 2-chloro-N-(3-chloropyrazin-2-yl)benzenesulfonamide (2.2 g; 7.23 mmol; 1.00 eq.) and 4-hydroxymethyl benzene boronic acid (1.21 g; 7.96 mmol; 1.10 eq.) were dissolved in 48 mL of a 1:1 mixture of Dioxane:MeOH that was previously degassed. Potassium carbonate (2.75 g; 19.89 mmol; 2.75 eq.) and triphenylphosphine (284.58 mg; 1.08 mmol; 0.15 eq.) were added to the reaction mixture under nitrogen, followed by palladium II (81.19 mg; 0.36 mmol; 0.05 eq.). The reaction mixture was then heated at 110° ... Reactants: O (water), C(CCCC#C)(=O)O (5-hexynoic acid), CC1(COC1)CO (3-methyl-3-oxetane methanol), Cl.C(C)N=C=NCCCN(C)C (1-ethyl-3-(3-dimethylaminopropyl)carbodiimide hydrochloride). The reagents and catalysts are CN(C1=CC=NC=C1)C (4-dimethylaminopyridine). The solvent is C(Cl)Cl (methylene chloride). Reaction conditions: time 45 minute. The product is CC1(COC1)COC(CCCC#C)=O (5-Hexynoic Acid (3-Methyloxetan-3-yl)methyl Ester). Yield: 95.4%. As a reaction SMILES: [C:1]([OH:8])(=[O:7])[CH2:2][CH2:3][CH2:4][C:5]#[CH:6].[CH3:9][C:10]1([CH2:14]O)[CH2:13][O:12][CH2:11]1.Cl.C(N=C=NCCCN(C)C)C.O>C(Cl)Cl.CN(C)C1C=CN=CC=1>[CH3:9][C:10]1([CH2:14][O:7][C:1](=[O:8])[CH2:2][CH2:3][CH2:4][C:5]#[CH:6])[CH2:13][O:12][CH2:11]1 |f:2.3|. Procedure: To a solution of 5-hexynoic acid (10.0 g) and 3-methyl-3-oxetane methanol (10.0 g) in methylene chloride (50 ml), 1-ethyl-3-(3-dimethylaminopropyl)carbodiimide hydrochloride (20.5 g), and 4-dimethylaminopyridine (1.09 g) were added under cooling with ice. The mixture was stirred at room temperature for 45 minutes. The reaction mixture was poured into iced water and extracted with ethyl acetate. The organic layer was washed by water and an aqueous saturated solution of sodium chloride, sucessivel... Starting materials: O=C([O-])[O-], CC#N, [K+], [K+], O, O=C(c1ccc(-c2ccccc2)cc1)C(Br)CCCl, c1nc[nH]n1. Product: O=C(c1ccc(-c2ccccc2)cc1)C1(n2cncn2)CC1. As a reaction SMILES: [C:6](=[O:7])([O-:8])[O-:9].[CH3:32][C:33]#[N:34].[K+:10].[K+:11].[OH2:31].[c:12]1(-[c:18]2[cH:19][cH:20][c:21]([C:24](=[O:25])[CH:26]([CH2:27][CH2:28][Cl:30])[Br:29])[cH:22][cH:23]2)[cH:13][cH:14][cH:15][cH:16][cH:17]1.[nH:1]1[n:2][cH:3][n:4][cH:5]1>>[n:1]1([C:26]2([C:24]([c:21]3[cH:20][cH:19][c:18](-[c:12]4[cH:13][cH:14][cH:15][cH:16][cH:17]4)[cH:23][cH:22]3)=[O:25])[CH2:27][CH2:28]2)[n:2][cH:3][n:4][cH:5]1. Starting materials: C(C1=CC=CC=C1)O (benzyl alcohol), [H-].[Na+] (sodium hydride), ClC1=C2C(=NC=C1C(=O)N(C1=CC=CC=C1)C)N(N=C2C)C2=NC=CC=C2 (4-chloro-N,3-dimethyl-N-phenyl-1-(2-pyridinyl)-1H-pyrazolo[3,4-b]pyridine-5-carboxamide). Run in CN(C=O)C (N,N-dimethylformamide), CN(C=O)C (N,N-dimethylformamide). Run at time 30 minute. Yields the product C(C1=CC=CC=C1)OC1=C2C(=NC=C1C(=O)N(C1=CC=CC=C1)C)N(N=C2C)C2=NC=CC=C2 (4-(Benzyloxy)-N,3-dimethyl-N-phenyl-1-(2-pyridinyl)-1H-pyrazolo[3,4-b]pyridine-5-carboxamide). Isolated yield 78.7%. As a reaction SMILES: [CH2:1]([OH:8])[C:2]1[CH:7]=[CH:6][CH:5]=[CH:4][CH:3]=1.[H-].[Na+].Cl[C:12]1[C:17]([C:18]([N:20]([CH3:27])[C:21]2[CH:26]=[CH:25][CH:24]=[CH:23][CH:22]=2)=[O:19])=[CH:16][N:15]=[C:14]2[N:28]([C:32]3[CH:37]=[CH:36][CH:35]=[CH:34][N:33]=3)[N:29]=[C:30]([CH3:31])[C:13]=12>CN(C)C=O>[CH2:1]([O:8][C:12]1[C:17]([C:18]([N:20]([CH3:27])[C:21]2[CH:22]=[CH:23][CH:24]=[CH:25][CH:26]=2)=[O:19])=[CH:16][N:15]=[C:14]2[N:28]([C:32]3[CH:37]=[CH:36][CH:35]=[CH:34][N:33]=3)[N:29]=[C:30]([CH3:31])[C:13]=12)[C:2]1[CH:7]=[CH:6][CH:5]=[CH:4][CH:3]=1 |f:1.2|. Procedure details: To a solution of benzyl alcohol (0.40 g, 3.7 mmol) in N,N-dimethylformamide (10 mL), sodium hydride (0.16 g, 40 mmol, 60% oil) was added at room temperature, and the resulting mixture was stirred at the same temperature for 30 minutes. To the solution, a solution of 4-chloro-N,3-dimethyl-N-phenyl-1-(2-pyridinyl)-1H-pyrazolo[3,4-b]pyridine-5-carboxamide (1.0 g, 2.8 mmol) in N,N-dimethylformamide (10 mL) solution was added at room temperature, and stirred at 100° C. for 11.5 hours. The mixture was... Reactants: [Cl-].C(C1=CC=C(C(=O)[O-])C=C1)(=O)OC (monomethyl terephthalate chloride), CNC (dimethylamine), [OH-].[Na+] (sodium hydroxide). Run in O1CCOCC1 (dioxane). Run at time 30 minute. Product: CN(C(=O)C1=CC=C(C(=O)O)C=C1)C (4-dimethylcarbamoylbenzoic acid). As a reaction SMILES: [Cl-].[C:2]([O:13]C)(=O)[C:3]1[CH:11]=[CH:10][C:6]([C:7]([O-:9])=[O:8])=[CH:5][CH:4]=1.[OH-].[Na+].[CH3:17][NH:18][CH3:19]>O1CCOCC1>[CH3:17][N:18]([CH3:19])[C:2]([C:3]1[CH:11]=[CH:10][C:6]([C:7]([OH:9])=[O:8])=[CH:5][CH:4]=1)=[O:13] |f:0.1,2.3|. Procedure details: A solution of 5 g (25.2 mmol) of monomethyl terephthalate chloride in 20 ml of dioxane was dissolved in 30 ml of 50% aqueous dimethylamine solution under cooling with ice. After stirring for 30 minutes, 50 ml of 1 N aqueous sodium hydroxide solution was added to the reaction mixture, and they were stirred at room temperature for 2 days. The reaction liquid was washed with ethyl acetate and acidified with hydrochloric acid. After the extraction with ethyl acetate, the extract was washed with satu... Starting materials: C(C)(C)(C)C1=NN(C(N1)=O)C1=NC(=C(C=C1)OC1=CC(=NC=C1)C=1C=NN(C1)C)C (3-(tert-butyl)-1-(6-methyl-5-((2-(1-methyl-1H-pyrazol-4-yl)pyridin-4-yl)oxy)pyridin-2-yl)-1H-1,2,4-triazol-5(4H)-one), C(=O)([O-])[O-].[Cs+].[Cs+] (Cs2CO3), IC (iodomethane). Run in CC(=O)C (acetone). Yields the product C(C)(C)(C)C1=NN(C(N1C)=O)C1=NC(=C(C=C1)OC1=CC(=NC=C1)C=1C=NN(C1)C)C (3-(tert-butyl)-4-methyl-1-(6-methyl-5-((2-(1-methyl-1H-pyrazol-4-yl)pyridin-4-yl)oxy)pyridin-2-yl)-1H-1,2,4-triazol-5(4H)-one). Procedure details: A suspension of Example 7 (0.050 g, 0.12 mmol) in acetone (2.5 mL) was treated with Cs2CO3 (0.080 g, 0.25 mmol) and iodomethane (0.02 mL, 0.32 mmol) and the mixture was stirred at RT for 12 h. The solvent was removed in vacuo and the residue was dissolved in DCM (3 mL) and washed with water (3 mL). The aqueous phase was extracted with DCM (4×5 mL) and the combined organics were dried (MgSO4) and concentrated in in vacuo. The residue was triturated with Et2O (2 mL) and sonicated for 5 min, which ... Yield: 47.7%. Reaction conditions: time 12 hour. As a reaction SMILES: [C:1]([C:5]1[NH:9][C:8](=[O:10])[N:7]([C:11]2[CH:16]=[CH:15][C:14]([O:17][C:18]3[CH:23]=[CH:22][N:21]=[C:20]([C:24]4[CH:25]=[N:26][N:27]([CH3:29])[CH:28]=4)[CH:19]=3)=[C:13]([CH3:30])[N:12]=2)[N:6]=1)([CH3:4])([CH3:3])[CH3:2].[C:31]([O-])([O-])=O.[Cs+].[Cs+].IC>CC(C)=O>[C:1]([C:5]1[N:9]([CH3:31])[C:8](=[O:10])[N:7]([C:11]2[CH:16]=[CH:15][C:14]([O:17][C:18]3[CH:23]=[CH:22][N:21]=[C:20]([C:24]4[CH:25]=[N:26][N:27]([CH3:29])[CH:28]=4)[CH:19]=3)=[C:13]([CH3:30])[N:12]=2)[N:6]=1)([CH3:4])([CH3:3])[CH3:2] |f:1.2.3|. Starting materials: CC(Oc1c(N)ncc2c(Br)coc12)c1c(Cl)ccc(F)c1Cl, CC(C)(C)OC(=O)N1CCC(n2cc(B3OC(C)(C)C(C)(C)O3)cn2)CC1, O=C([O-])[O-], C1COCCO1, [K+], [K+], O. The product is CC(Oc1c(N)ncc2c(-c3cnn(C4CCN(C(=O)OC(C)(C)C)CC4)c3)coc12)c1c(Cl)ccc(F)c1Cl. As a reaction SMILES: [Br:1][c:2]1[cH:3][o:4][c:5]2[c:6]1[cH:7][n:8][c:9]([NH2:23])[c:10]2[O:11][CH:12]([CH3:13])[c:14]1[c:15]([Cl:22])[c:16]([F:21])[cH:17][cH:18][c:19]1[Cl:20].[C:24]([CH3:25])([CH3:26])([CH3:27])[O:28][C:29](=[O:30])[N:31]1[CH2:32][CH2:33][CH:34]([n:37]2[n:38][cH:39][c:40]([B:42]3[O:43][C:44]([CH3:45])([CH3:46])[C:47]([CH3:48])([CH3:49])[O:50]3)[cH:41]2)[CH2:35][CH2:36]1.[C:51](=[O:52])([O-:53])[O-:54].[CH2:57]1[O:58][CH2:59][CH2:60][O:61][CH2:62]1.[K+:55].[K+:56].[OH2:63]>>[c:2]1(-[c:40]2[cH:39][n:38][n:37]([CH:34]3[CH2:33][CH2:32][N:31]([C:29]([O:28][C:24]([CH3:25])([CH3:26])[CH3:27])=[O:30])[CH2:36][CH2:35]3)[cH:41]2)[cH:3][o:4][c:5]2[c:6]1[cH:7][n:8][c:9]([NH2:23])[c:10]2[O:11][CH:12]([CH3:13])[c:14]1[c:15]([Cl:22])[c:16]([F:21])[cH:17][cH:18][c:19]1[Cl:20].